From a dataset of the Open Reaction Database (ORD), a public repository of structured organic reaction records. describe an organic reaction: reactants, conditions, products, and yield The reactants are C=CCON=C(C(=O)OCC)c1csc(NC(c2ccccc2)(c2ccccc2)c2ccccc2)n1, CCOC(C)=O, O=CO, C1CCOC1. Yields the product C=CCON=C(C(=O)OCC)c1csc(N)n1. Reaction SMILES: [C:1]([c:2]1[cH:3][cH:4][cH:5][cH:6][cH:7]1)([c:8]1[cH:9][cH:10][cH:11][cH:12][cH:13]1)([c:14]1[cH:15][cH:16][cH:17][cH:18][cH:19]1)[NH:20][c:21]1[s:22][cH:23][c:24]([C:26]([C:27](=[O:28])[O:29][CH2:30][CH3:31])=[N:32][O:33][CH2:34][CH:35]=[CH2:36])[n:25]1.[CH3:45][CH2:46][O:47][C:48](=[O:49])[CH3:50].[CH:37]([OH:38])=[O:39].[O:40]1[CH2:41][CH2:42][CH2:43][CH2:44]1>>[NH2:20][c:21]1[s:22][cH:23][c:24]([C:26]([C:27](=[O:28])[O:29][CH2:30][CH3:31])=[N:32][O:33][CH2:34][CH:35]=[CH2:36])[n:25]1.